Dataset: the Open Reaction Database (ORD), a public repository of structured organic reaction records. Task: describe an organic reaction: reactants, conditions, products, and yield The reactants are FCCO (2-fluoroethanol), S(=O)(=O)(C1=CC=C(C)C=C1)Cl (tosyl chloride). The solvent is N1=CC=CC=C1 (pyridine). Run at temperature 0 celsius, time 4 hour. The product is CC1=CC=C(C=C1)S(=O)(=O)OCCF (2-Fluoroethyl 4-methylbenzenesulfonate). The yield is 94.0%. As a reaction SMILES: [F:1][CH2:2][CH2:3][OH:4].[S:5](Cl)([C:8]1[CH:14]=[CH:13][C:11]([CH3:12])=[CH:10][CH:9]=1)(=[O:7])=[O:6]>N1C=CC=CC=1>[CH3:12][C:11]1[CH:13]=[CH:14][C:8]([S:5]([O:4][CH2:3][CH2:2][F:1])(=[O:7])=[O:6])=[CH:9][CH:10]=1. Procedure details: To a 0° C. solution of 2-fluoroethanol (1.0 g, 15.6 mmol) in pyridine (15 mL) was added tosyl chloride (6.5 g, 34.1 mmol) over 30 min. The reaction mixture was stirred at 0° C. for 4 h and quenched by adding ice-cold water and EtOAc. The layers separated and the organic layer was washed successively with water, 1M HCl (5×), saturated Na2CO3 and brine. The organic layer was dried over anhydrous Na2SO4, filtered and concentrated under reduced pressure. The residue was chromatographed on silica gel... The reactants are [OH-].[Li+] (lithium hydroxide), NN=CNC=1C=C(C=CC1)C(=O)NCC(=O)NCCC(=O)OCC (N-[2- [[[3-[(aminoiminomethyl)amino]phenyl]carbonyl]amino]acetyl]-β-alanine, ethyl ester), FC(C(=O)O)(F)F (triflouroacetic acid). Solvent: O.C(C)#N (water acetonitrile). Conditions: temperature 25 celsius. The product is NN=CNC=1C=C(C=CC1)C(=O)NCC(=O)NCCC(=O)O (N-[2-[[[3-[(aminoiminomethyl)amino]phenyl]carbonyl]amino]acetyl]-β-alanine). Isolated yield 81.8%. As a reaction SMILES: [NH2:1][N:2]=[CH:3][NH:4][C:5]1[CH:6]=[C:7]([C:11]([NH:13][CH2:14][C:15]([NH:17][CH2:18][CH2:19][C:20]([O:22]CC)=[O:21])=[O:16])=[O:12])[CH:8]=[CH:9][CH:10]=1.[OH-].[Li+].FC(F)(F)C(O)=O>O.C(#N)C>[NH2:1][N:2]=[CH:3][NH:4][C:5]1[CH:6]=[C:7]([C:11]([NH:13][CH2:14][C:15]([NH:17][CH2:18][CH2:19][C:20]([OH:22])=[O:21])=[O:16])=[O:12])[CH:8]=[CH:9][CH:10]=1 |f:1.2,4.5|. Reported procedure: The compound of Example 96 (500 mg) was dissolved in water/acetonitrile (1:1) followed by the addition of lithium hydroxide (200 mg). The reaction mixture was stirred at 25° C., and monitored by HPLC. After complete hydrolysis (1-2 hours) triflouroacetic acid was added until pH=2. The product was purified by reverse phase chromatography (water/acetonitrile) to result in 375 mg of a white solid. MS and 1H-NMR were consistent with the proposed structure. Starting materials: ClCC1=NC=CC=C1C(=O)OC (Methyl 2-(chloromethyl)pyridine-3-carboxylate), C1=CC(=CC(=C1)Cl)C(=O)OO (mCPBA), C([O-])(O)=O.[Na+] (sodium bicarbonate). The solvent is ClCCl (dichloromethane). Conditions: time 8 hour. Product: ClCC1=[N+](C=CC=C1C(=O)OC)[O-] (Methyl 2-(chloromethyl)pyridine-3-carboxylate 1-oxide). RXN SMILES: [Cl:1][CH2:2][C:3]1[C:8]([C:9]([O:11][CH3:12])=[O:10])=[CH:7][CH:6]=[CH:5][N:4]=1.C1C=C(Cl)C=C(C(OO)=[O:21])C=1.C(=O)(O)[O-].[Na+]>ClCCl>[Cl:1][CH2:2][C:3]1[C:8]([C:9]([O:11][CH3:12])=[O:10])=[CH:7][CH:6]=[CH:5][N+:4]=1[O-:21] |f:2.3|. Procedure details: Methyl 2-(chloromethyl)pyridine-3-carboxylate (20.73 g, 112 mmol) was taken up in dichloromethane (225 mL) and mCPBA (27.5 g, 123 mmol) was added. The resulting solution was stirred at room temperature overnight. Saturated aqueous sodium bicarbonate was added and the products extracted into dichloromethane (2×). The combined organic extracts were washed with brine, dried over MgSO4 and concentrated in vacuo. Purification of the residue by flash chromatography (silica, 0-20% methanol/ethyl acetat... Reactants: BrC=1C(=CC(=NC1)N)C(F)(F)F (5-Bromo-4-(trifluoromethyl)pyridin-2-amine), CC1(OB(OC1(C)C)C1=CC(=NC(=N1)N1CCOCC1)N1CCOCC1)C (4,4′-[6-(4,4,5,5-tetramethyl-1,3,2-dioxaborolan-2-yl)pyrimidine-2,4-diyl]di[morpholine]), C([O-])([O-])=O.[Cs+].[Cs+] (cesium carbonate), C([O-])([O-])=O.[Cs+].[Cs+] (cesium carbonate). The reagents and catalysts are [Pd](Cl)Cl.C(C)(C)(C)P([C-]1C=CC=C1)C(C)(C)C.[C-]1(C=CC=C1)P(C(C)(C)C)C(C)(C)C.[Fe+2] (1,1′-bis(di-tert-butylphosphino) ferrocene palladium dichloride). Run in O (water). Conditions: temperature 22 celsius. Yields the product N1(CCOCC1)C1=NC(=CC(=N1)C=1C(=CC(=NC1)N)C(F)(F)F)N1CCOCC1 (5-(2,6-Di-4-morpholinyl-4-pyrimidinyl)-4-trifluoromethylpyridin-2-amine). The yield is 88.3%. Reaction SMILES: C(=O)([O-])[O-].[Cs+].[Cs+].Br[C:8]1[C:9]([C:15]([F:18])([F:17])[F:16])=[CH:10][C:11]([NH2:14])=[N:12][CH:13]=1.CC1(C)C(C)(C)OB([C:27]2[N:32]=[C:31]([N:33]3[CH2:38][CH2:37][O:36][CH2:35][CH2:34]3)[N:30]=[C:29]([N:39]3[CH2:44][CH2:43][O:42][CH2:41][CH2:40]3)[CH:28]=2)O1>[Pd](Cl)Cl.C(P(C(C)(C)C)[C-]1C=CC=C1)(C)(C)C.[C-]1(P(C(C)(C)C)C(C)(C)C)C=CC=C1.[Fe+2].O>[N:33]1([C:31]2[N:32]=[C:27]([C:8]3[C:9]([C:15]([F:18])([F:17])[F:16])=[CH:10][C:11]([NH2:14])=[N:12][CH:13]=3)[CH:28]=[C:29]([N:39]3[CH2:44][CH2:43][O:42][CH2:41][CH2:40]3)[N:30]=2)[CH2:38][CH2:37][O:36][CH2:35][CH2:34]1 |f:0.1.2,5.6.7.8|. Procedure: Charge a 500 mL round bottom 3-neck flask that equipped with a thermocouple, mechanical stirrer, nitrogen inlet/outlet and cooling bath with 202.8 g (0.622 mol) of cesium carbonate and 260 g (260 mL) of water. Stir and cool the resulting solution to 22±3° C. Transfer the solution to the addition funnel. Charge a nitrogen-flushed 3 L reactor that equipped with an overhead stirrer, condenser, pH probe, nitrogen inlet/outlet and 500 mL addition funnel with 50.0 g (0.207 mol) of 5-bromo-4-(trifluoro... Starting materials: Cc1ccnc2ccc(Cc3cnc(N)nc3N)cc12, [NH4+], [OH-], O=[N+]([O-])O, O=S(=O)(O)O. Product: Cc1ccnc2c([N+](=O)[O-])cc(Cc3cnc(N)nc3N)cc12. RXN SMILES: [NH2:1][c:2]1[n:3][cH:4][c:5]([CH2:9][c:10]2[cH:11][c:12]3[c:13]([CH3:20])[cH:14][cH:15][n:16][c:17]3[cH:18][cH:19]2)[c:6]([NH2:8])[n:7]1.[NH4+:25].[OH-:26].[OH:21][N+:22]([O-:23])=[O:24].[S:27](=[O:28])(=[O:29])([OH:30])[OH:31]>>[NH2:1][c:2]1[n:3][cH:4][c:5]([CH2:9][c:10]2[cH:11][c:12]3[c:13]([CH3:20])[cH:14][cH:15][n:16][c:17]3[c:18]([N+:22](=[O:21])[O-:23])[cH:19]2)[c:6]([NH2:8])[n:7]1. Starting materials: CC(=O)[O-], CC(=O)[O-], ClCCl, [Cu+2], CC(C)N1CCC(Oc2ccc3[nH]c(C(=O)N4CCC(F)(F)CC4)cc3c2)CC1, OB(O)c1cc(F)cc(F)c1, c1ccncc1. Product: CC(C)N1CCC(Oc2ccc3c(c2)cc(C(=O)N2CCC(F)(F)CC2)n3-c2cc(F)cc(F)c2)CC1. Reaction SMILES: [C:50]([O-:51])(=[O:52])[CH3:53].[C:55]([O-:56])(=[O:57])[CH3:58].[Cl:47][CH2:48][Cl:49].[Cu+2:54].[F:1][C:2]1([F:29])[CH2:3][CH2:4][N:5]([C:8](=[O:9])[c:10]2[nH:11][c:12]3[cH:13][cH:14][c:15]([O:19][CH:20]4[CH2:21][CH2:22][N:23]([CH:26]([CH3:27])[CH3:28])[CH2:24][CH2:25]4)[cH:16][c:17]3[cH:18]2)[CH2:6][CH2:7]1.[F:30][c:31]1[cH:32][c:33]([B:38]([OH:39])[OH:40])[cH:34][c:35]([F:37])[cH:36]1.[cH:41]1[cH:42][cH:43][n:44][cH:45][cH:46]1>>[F:1][C:2]1([F:29])[CH2:3][CH2:4][N:5]([C:8](=[O:9])[c:10]2[n:11](-[c:33]3[cH:32][c:31]([F:30])[cH:36][c:35]([F:37])[cH:34]3)[c:12]3[cH:13][cH:14][c:15]([O:19][CH:20]4[CH2:21][CH2:22][N:23]([CH:26]([CH3:27])[CH3:28])[CH2:24][CH2:25]4)[cH:16][c:17]3[cH:18]2)[CH2:6][CH2:7]1. The reactants are Cl.C(C)(C)(C)C1=CC(=C(C=N1)C=1N([C@]([C@](N1)(C)C1=CC=C(C=C1)Cl)(C)C1=CC=C(C=C1)Cl)C(=O)N1CCN(CC1)CC(=O)O)OCC ({4-[(4S,5R)-2-(6-tert-Butyl-4-ethoxy-pyridin-3-yl)-4,5-bis-(4-chloro-phenyl)-4,5-dimethyl-4,5-dihydro-imidazole-1-carbonyl]-piperazin-1-yl}-acetic acid hydrochloride), NC(CO)(CO)C (2-amino-2-methyl-propane-1,3-diol). Yields the product C(C)(C)(C)C1=CC(=C(C=N1)C=1N([C@]([C@](N1)(C)C1=CC=C(C=C1)Cl)(C)C1=CC=C(C=C1)Cl)C(=O)N1CCN(CC1)CC(=O)NC(CO)(C)CO)OCC (2-{4-[(4S,5R)-2-(6-tert-Butyl-4-ethoxy-pyridin-3-yl)-4,5-bis-(4-chloro-phenyl)-4,5-dimethyl-4,5-dihydro-imidazole-1-carbonyl]-piperazin-1-yl}-N-(2-hydroxy-1-hydroxymethyl-1-methyl-ethyl)-acetamide). Reaction SMILES: Cl.[C:2]([C:6]1[N:11]=[CH:10][C:9]([C:12]2[N:13]([C:33]([N:35]3[CH2:40][CH2:39][N:38]([CH2:41][C:42]([OH:44])=O)[CH2:37][CH2:36]3)=[O:34])[C@@:14]([C:26]3[CH:31]=[CH:30][C:29]([Cl:32])=[CH:28][CH:27]=3)([CH3:25])[C@@:15]([C:18]3[CH:23]=[CH:22][C:21]([Cl:24])=[CH:20][CH:19]=3)([CH3:17])[N:16]=2)=[C:8]([O:45][CH2:46][CH3:47])[CH:7]=1)([CH3:5])([CH3:4])[CH3:3].[NH2:48][C:49]([CH3:54])([CH2:52][OH:53])[CH2:50][OH:51]>>[C:2]([C:6]1[N:11]=[CH:10][C:9]([C:12]2[N:13]([C:33]([N:35]3[CH2:36][CH2:37][N:38]([CH2:41][C:42]([NH:48][C:49]([CH2:52][OH:53])([CH3:54])[CH2:50][OH:51])=[O:44])[CH2:39][CH2:40]3)=[O:34])[C@@:14]([C:26]3[CH:31]=[CH:30][C:29]([Cl:32])=[CH:28][CH:27]=3)([CH3:25])[C@@:15]([C:18]3[CH:19]=[CH:20][C:21]([Cl:24])=[CH:22][CH:23]=3)([CH3:17])[N:16]=2)=[C:8]([O:45][CH2:46][CH3:47])[CH:7]=1)([CH3:3])([CH3:4])[CH3:5] |f:0.1|. Procedure: In a manner analogous to the method described in examples 99, {4-[(4S,5R)-2-(6-tert-butyl-4-ethoxy-pyridin-3-yl)-4,5-bis-(4-chloro-phenyl)-4,5-dimethyl-4,5-dihydro-imidazole-1-carbonyl]-piperazin-1-yl}-acetic acid hydrochloride (example 94) was coupled with 2-amino-2-methyl-propane-1,3-diol (Fluka) to give the title compound. HR-MS (ES, m/z) calculated for C39H51Cl2N6O5 [(M+H)+] 753.3293, observed 753.3292. Starting materials: ClC1=CC=CC2=C1CC(C1=C(S2)C=CC(=C1)OCC)O (9-chloro-10,11-dihydro-2-ethoxy-11-hydroxydibenzo[b,f]thiepin), S(=O)(Cl)Cl (thionyl chloride), C(Cl)(Cl)Cl (chloroform), ice water. Solvent: O (water). Yields the product ClC1=CC=CC2=C1CCC1=C(S2)C=CC(=C1)OCC (9-chloro-10,11-dihydro-2-ethoxydibenzo[b,f]thiepin). Yield: 49.9%. As a reaction SMILES: [Cl:1][C:2]1[C:7]2[CH2:8][CH:9](O)[C:10]3[CH:16]=[C:15]([O:17][CH2:18][CH3:19])[CH:14]=[CH:13][C:11]=3[S:12][C:6]=2[CH:5]=[CH:4][CH:3]=1.S(Cl)(Cl)=O.C(Cl)(Cl)Cl>O>[Cl:1][C:2]1[C:7]2[CH2:8][CH2:9][C:10]3[CH:16]=[C:15]([O:17][CH2:18][CH3:19])[CH:14]=[CH:13][C:11]=3[S:12][C:6]=2[CH:5]=[CH:4][CH:3]=1. Procedure details: The mixture of 1.1 g of 9-chloro-10,11-dihydro-2-ethoxy-11-hydroxydibenzo[b,f]thiepin and 35 ml of thionyl chloride was refluxed for 3 hrs. and evaporated to obtain the residue, to which was added 50 g of ice-water. The resulting mixture was extracted with chloroform and the extract was washed with water and dried over calcium chloride. The solvent was evaporated to obtain the concentrated which was added with stirring at room temperature to a mixture of 70 ml of anhydrous tetrahydrofuran and 40... Reactants: CO3, ClC=1C=C(C=CC1Cl)C=CC(=O)O (3-(3,4-dichlorophenyl)-2-propeneoic acid), CI (CH3I). Run in CN(C)C=O (DMF), CN(C)C=O (DMF). Reaction conditions: time 15 minute. Yields the product ClC=1C=C(C=CC1Cl)C=CC(=O)OC (methyl 3-(3,4-dichlorophenyl)-2-propenoate). The yield is 98.9%. RXN SMILES: [Cl:1][C:2]1[CH:3]=[C:4]([CH:9]=[CH:10][C:11]([OH:13])=[O:12])[CH:5]=[CH:6][C:7]=1[Cl:8].[CH3:14]I>CN(C=O)C>[Cl:1][C:2]1[CH:3]=[C:4]([CH:9]=[CH:10][C:11]([O:13][CH3:14])=[O:12])[CH:5]=[CH:6][C:7]=1[Cl:8]. Procedure details: 1: Cool a solution of 3-(3,4-dichlorophenyl)-2-propeneoic acid (100 g, 461 mmol) in dry DMF (500 mL) to 0° C. and treat with Cs2 CO3 (100 g, 307 mmol, 0.66 eq). Stir the resulting off-white slurry for 15 min, then add CH3I (33 mL, 530 mmol, 1.15 eq) via syringe. After 1 h, add additional DMF (250 mL), stir the slurry for 14 h and partition between EtOAc (1.5 L) and half saturated aqueous NaHCO3 (500 mL). Separate the organic layer and extract the aqueous layer twice with EtOAc (1 L, 500 mL). Was...